Dataset: the Open Reaction Database (ORD), a public repository of structured organic reaction records. Task: describe an organic reaction: reactants, conditions, products, and yield Reactants: FC(F)(F)SC1=CC=C(C(=O)F)C=C1 (4-trifluoromethylmercaptobenzoyl fluoride), [OH-].[Na+] (sodium hydroxide), ClC=1C=CC=C(C1C(=O)O)N (6-chloroanthranilic acid). The reagents and catalysts are [Cl-].C(C1=CC=CC=C1)[N+](C)(C)C (benzyltrimethylammonium chloride). Solvent: ClCCCl (1,2-dichloroethane). Run at temperature 30 celsius, time 90 minute. Product: ClC1=CC=CC2=C1C(OC(=N2)C2=CC=C(C=C2)SC(F)(F)F)=O (5-chloro-2-(p-trifluoromethylmercaptophenyl)-4H-3,1-benzoxazin-4-one). Yield: 91.1%. As a reaction SMILES: [F:1][C:2]([S:5][C:6]1[CH:14]=[CH:13][C:9]([C:10](F)=[O:11])=[CH:8][CH:7]=1)([F:4])[F:3].[OH-].[Na+].[Cl:17][C:18]1[CH:19]=[CH:20][CH:21]=[C:22]([NH2:27])[C:23]=1[C:24](O)=[O:25]>[Cl-].C([N+](C)(C)C)C1C=CC=CC=1.ClCCCl>[Cl:17][C:18]1[C:23]2[C:24](=[O:25])[O:11][C:10]([C:9]3[CH:13]=[CH:14][C:6]([S:5][C:2]([F:4])([F:3])[F:1])=[CH:7][CH:8]=3)=[N:27][C:22]=2[CH:21]=[CH:20][CH:19]=1 |f:1.2,4.5|. Reported procedure: 33.6 g of 4-trifluoromethylmercaptobenzoyl fluoride and 12 g of 50% strength sodium hydroxide solution are added simultaneously via 2 feed apparatuses in the course of 30 minutes at from 20° to 39° C. to a stirred mixture of 25.7 g of 6-chloroanthranilic acid, 0.27 g of benzyltrimethylammonium chloride and 450 g of 1,2-dichloroethane. Stirring is continued for 90 minutes at 27° C., after which the water is separated off and 21.5 g of phosphoryl chloride are added at 70° C. Stirring is continued ... The yield is 96.7%. The product is C(C1=CC=CC=C1)OC(NC1OC2=C(C1)C=CC=C2C2=C(C=C(C=C2)Cl)C)=O ((±)-benzyl[7-(4-chloro-2-methylphenyl)-2,3-dihydro-1-benzofuran-2-yl]carbamate). Reported procedure: Treatment of (±)-benzyl[7-(4-chloro-2-methylphenyl)-2,3-dihydro-1-benzofuran-2-yl]methanamine (0.979 g, 3.15 mmol) with diisopropylethylamine (0.612 g, 4.73 mmol) and benzyl chloroformate (0.646 g, 3.79 mmol) generally according to the procedure described for Intermediate 12 provided 1.2 g (96%) of (±)-benzyl[7-(4-chloro-2-methylphenyl)-2,3-dihydro-1-benzofuran-2-yl]carbamate as a colorless oil. As a reaction SMILES: C(C([CH:10]1[CH2:14][C:13]2[CH:15]=[CH:16][CH:17]=[C:18]([C:19]3[CH:24]=[CH:23][C:22]([Cl:25])=[CH:21][C:20]=3[CH3:26])[C:12]=2[O:11]1)N)C1C=CC=CC=1.C([N:30](C(C)C)CC)(C)C.Cl[C:37]([O:39][CH2:40][C:41]1[CH:46]=[CH:45][CH:44]=[CH:43][CH:42]=1)=[O:38]>>[CH2:40]([O:39][C:37](=[O:38])[NH:30][CH:10]1[CH2:14][C:13]2[CH:15]=[CH:16][CH:17]=[C:18]([C:19]3[CH:24]=[CH:23][C:22]([Cl:25])=[CH:21][C:20]=3[CH3:26])[C:12]=2[O:11]1)[C:41]1[CH:46]=[CH:45][CH:44]=[CH:43][CH:42]=1. Starting materials: C(C1=CC=CC=C1)C(N)C1OC2=C(C1)C=CC=C2C2=C(C=C(C=C2)Cl)C ((±)-benzyl[7-(4-chloro-2-methylphenyl)-2,3-dihydro-1-benzofuran-2-yl]methanamine), Intermediate 12, C(C)(C)N(CC)C(C)C (diisopropylethylamine), ClC(=O)OCC1=CC=CC=C1 (benzyl chloroformate). Reactants: O1CCOCC1 (dioxane), C=CCCCCCC (1-octene), 1g, 4A, (2,6-diPicolinato)MoO2 (hexamethyl phosphoramide)is, C1(=CC=CC=C1)NO (N-phenyl hydroxylamine). Solvent: C1(=CC=CC=C1)C (toluene). Product: C1(=CC=CC=C1)NC\C=C\CCCCC (phenyl trans-2-octenyl amine). Yield: 95.0%. RXN SMILES: O1CCOCC1.[CH2:7]=[CH:8][CH2:9][CH2:10][CH2:11][CH2:12][CH2:13][CH3:14].[C:15]1([NH:21]O)[CH:20]=[CH:19][CH:18]=[CH:17][CH:16]=1>C1(C)C=CC=CC=1>[C:15]1([NH:21][CH2:7]/[CH:8]=[CH:9]/[CH2:10][CH2:11][CH2:12][CH2:13][CH3:14])[CH:20]=[CH:19][CH:18]=[CH:17][CH:16]=1. Procedure: A stirred mixture containing dioxane (12mL), 3 mL of 1-octene, 1g of 4A Molecular Sieves, and 0.051 g (0.11 mmol) of (2,6-diPicolinato)MoO2 (hexamethyl phosphoramide)is heated at reflux (ca. 100° C.) under a nitrogen atomosphere while a toluene solution (50 mL)of N-phenyl hydroxylamine (1.26 g, 11.6 mmol) is added dropwise over a 24 hr period. After heating an additional 6-12 hr, the mixture was allowed to cool and the volatiles were removed by evaporation at reduced pressure and the residue chr... Starting materials: C(C)(C)(C)OC(CSC1=C(C=C(C=C1)O)C)=O ((4-hydroxy-2-methyl-phenylsulfanyl)-acetic acid tert-butyl ester), ClCC=1C(=NC(=CC1)C1=CC=C(C=C1)C(F)(F)F)C (3-chloromethyl-2-methyl-6-(4-trifluoromethyl-phenyl)-pyridine). Reported procedure: In analogy to the procedure described in example 20A], (4-hydroxy-2-methyl-phenylsulfanyl)-acetic acid tert-butyl ester (example 20C]), was reacted with 3-chloromethyl-2-methyl-6-(4-trifluoromethyl-phenyl)-pyridine (example 1N]) to give {2-methyl-4-[2-methyl-6-(4-trifluoromethyl-phenyl)-pyridin-3-ylmethoxy]-phenylsulfanyl}-acetic acid tert-butyl ester, which was subsequently saponified in analogy to the procedure described in example 20B] to yield the title compound as white solid of mp. 168–169... Yields the product C(C)(C)(C)OC(CSC1=C(C=C(C=C1)OCC=1C(=NC(=CC1)C1=CC=C(C=C1)C(F)(F)F)C)C)=O ({2-methyl-4-[2-methyl-6-(4-trifluoromethyl-phenyl)-pyridin-3-ylmethoxy]-phenylsulfanyl}-acetic acid tert-butyl ester). RXN SMILES: [C:1]([O:5][C:6](=[O:17])[CH2:7][S:8][C:9]1[CH:14]=[CH:13][C:12]([OH:15])=[CH:11][C:10]=1[CH3:16])([CH3:4])([CH3:3])[CH3:2].Cl[CH2:19][C:20]1[C:21]([CH3:36])=[N:22][C:23]([C:26]2[CH:31]=[CH:30][C:29]([C:32]([F:35])([F:34])[F:33])=[CH:28][CH:27]=2)=[CH:24][CH:25]=1>>[C:1]([O:5][C:6](=[O:17])[CH2:7][S:8][C:9]1[CH:14]=[CH:13][C:12]([O:15][CH2:19][C:20]2[C:21]([CH3:36])=[N:22][C:23]([C:26]3[CH:27]=[CH:28][C:29]([C:32]([F:35])([F:33])[F:34])=[CH:30][CH:31]=3)=[CH:24][CH:25]=2)=[CH:11][C:10]=1[CH3:16])([CH3:4])([CH3:3])[CH3:2]. Reactants: O=C(n1ccnc1)n1ccnc1, CC(C)Nc1ccccc1Oc1ccccc1, CC(Cl)Cl, Nc1nccs1. Product: CC(C)N(C(=O)Nc1nccs1)c1ccccc1Oc1ccccc1. As a reaction SMILES: [C:7](=[O:8])([n:9]1[cH:10][cH:11][n:12][cH:13]1)[n:14]1[cH:15][cH:16][n:17][cH:18]1.[CH:19]([CH3:20])([CH3:21])[NH:22][c:23]1[c:24]([O:29][c:30]2[cH:31][cH:32][cH:33][cH:34][cH:35]2)[cH:25][cH:26][cH:27][cH:28]1.[Cl:36][CH:37]([Cl:38])[CH3:39].[NH2:1][c:2]1[s:3][cH:4][cH:5][n:6]1>>[NH:1]([c:2]1[s:3][cH:4][cH:5][n:6]1)[C:7](=[O:8])[N:22]([CH:19]([CH3:20])[CH3:21])[c:23]1[c:24]([O:29][c:30]2[cH:31][cH:32][cH:33][cH:34][cH:35]2)[cH:25][cH:26][cH:27][cH:28]1. Reactants: COC1=C(C=NN1C1=NC=C(C(=O)NCC2CCOCC2)C=C1)C1=CC(=NC=C1)C (6-(5-methoxy-4-(2-methylpyridin-4-yl)-1H-pyrazol-1-yl)-N-((tetrahydro-2H-pyran-4-yl)methyl)nicotinamide), [Cl-].[Li+] (lithium chloride), [Cl-].[Li+] (lithium chloride). Run in CS(=O)C (DMSO), CC(=O)N(C)C (DMA). Conditions: temperature 100 celsius, time 17 hour. Yields the product OC1=C(C=NN1C1=NC=C(C(=O)NCC2CCOCC2)C=C1)C1=CC(=NC=C1)C (6-(5-hydroxy-4-(2-methylpyridin-4-yl)-1H-pyrazol-1-yl)-N-((tetrahydro-2H-pyran-4-yl)methyl)nicotinamide). Reaction SMILES: C[O:2][C:3]1[N:7]([C:8]2[CH:23]=[CH:22][C:11]([C:12]([NH:14][CH2:15][CH:16]3[CH2:21][CH2:20][O:19][CH2:18][CH2:17]3)=[O:13])=[CH:10][N:9]=2)[N:6]=[CH:5][C:4]=1[C:24]1[CH:29]=[CH:28][N:27]=[C:26]([CH3:30])[CH:25]=1.[Cl-].[Li+]>CC(N(C)C)=O.CS(C)=O>[OH:2][C:3]1[N:7]([C:8]2[CH:23]=[CH:22][C:11]([C:12]([NH:14][CH2:15][CH:16]3[CH2:21][CH2:20][O:19][CH2:18][CH2:17]3)=[O:13])=[CH:10][N:9]=2)[N:6]=[CH:5][C:4]=1[C:24]1[CH:29]=[CH:28][N:27]=[C:26]([CH3:30])[CH:25]=1 |f:1.2|. Procedure: Combined 6-(5-methoxy-4-(2-methylpyridin-4-yl)-1H-pyrazol-1-yl)-N-((tetrahydro-2H-pyran-4-yl)methyl)nicotinamide (25.8 mg, 0.063 mmol) and lithium chloride (13.42 mg, 0.317 mmol) in DMA (0.5 mL) and then heated at 50° C. using a heating block for 2 days. Additional portion of lithium chloride (13.42 mg, 0.317 mmol) was added and the reaction mixture was stirred at 100° C. for 17 hours. The reaction mixture was cooled to 23° C., filtered through a Hydrophilic PTFE 0.45 um filter (Millipore Millex... Starting materials: [BH4-].[Na+] (sodium borohydride), N1N=NN=C1C1=COC2=CC=C(C=C2C1=O)C=O (3-(1H-tetrazol-5-yl)chromone-6-carboxaldehyde), [Na] (sodium). Run in CO (methanol). The product is OCC=1C=C2C(C(=COC2=CC1)C1=NN=NN1)=O (6-hydroxymethyl-3-(1H-tetrazol-5-yl)chromone). RXN SMILES: [NH:1]1[C:5]([C:6]2[C:15](=[O:16])[C:14]3[C:9](=[CH:10][CH:11]=[C:12]([CH:17]=[O:18])[CH:13]=3)[O:8][CH:7]=2)=[N:4][N:3]=[N:2]1.[BH4-].[Na+].[Na]>CO>[OH:18][CH2:17][C:12]1[CH:13]=[C:14]2[C:9](=[CH:10][CH:11]=1)[O:8][CH:7]=[C:6]([C:5]1[NH:4][N:3]=[N:2][N:1]=1)[C:15]2=[O:16] |f:1.2,^1:20|. Procedure: A suspension of 0.242 part of 3-(1H-tetrazol-5-yl)chromone-6-carboxaldehyde in 5 parts by volume of methanol was heated to dissolve the starting compound as much as possible. To the solution under stirring was added little by little 0.038 part of sodium borohydride under warming to obtain a nearly homogeneous solution. The resulting solution was again heated to dissolve completely, and then to the resulting solution was further added little by little 0.019 part of sodium horohydride under warmin... The reactants are [C-]#N, CC[Al+]CC, CCOC(C)=O, CC(C)[O-], CC(C)[O-], CC(C)[O-], CC(C)[O-], ClCCCl, CCOC(=O)N1CCC(=O)CC1, OC1CCNCC1, [Ti+4]. Yields the product CCOC(=O)N1CCC(C#N)(N2CCC(O)CC2)CC1. As a reaction SMILES: [C-:20]#[N:21].[CH2:22]([Al+:23][CH2:24][CH3:25])[CH3:26].[CH3:31][CH2:32][O:33][C:34]([CH3:35])=[O:36].[CH3:37][CH:38]([CH3:39])[O-:40].[CH3:42][CH:43]([CH3:44])[O-:45].[CH3:46][CH:47]([CH3:48])[O-:49].[CH3:50][CH:51]([CH3:52])[O-:53].[Cl:27][CH2:28][CH2:29][Cl:30].[O:8]=[C:9]1[CH2:10][CH2:11][N:12]([C:15](=[O:16])[O:17][CH2:18][CH3:19])[CH2:13][CH2:14]1.[OH:1][CH:2]1[CH2:3][CH2:4][NH:5][CH2:6][CH2:7]1.[Ti+4:41]>>[OH:1][CH:2]1[CH2:3][CH2:4][N:5]([C:9]2([C:20]#[N:21])[CH2:10][CH2:11][N:12]([C:15](=[O:16])[O:17][CH2:18][CH3:19])[CH2:13][CH2:14]2)[CH2:6][CH2:7]1. Reactants: [Li]CCCC, CN(C)CCOc1ccc(Br)cc1, CCOC(=O)C(F)(F)F, C1CCOC1. The product is CN(C)CCOc1ccc(C(=O)C(F)(F)F)cc1. RXN SMILES: [CH2:14]([Li:15])[CH2:16][CH2:17][CH3:18].[CH3:1][N:2]([CH3:3])[CH2:4][CH2:5][O:6][c:7]1[cH:8][cH:9][c:10]([Br:13])[cH:11][cH:12]1.[F:19][C:20]([C:21](=[O:22])[O:23][CH2:24][CH3:25])([F:26])[F:27].[O:28]1[CH2:29][CH2:30][CH2:31][CH2:32]1>>[CH3:1][N:2]([CH3:3])[CH2:4][CH2:5][O:6][c:7]1[cH:8][cH:9][c:10]([C:21]([C:20]([F:19])([F:26])[F:27])=[O:22])[cH:11][cH:12]1.